This data is from the Open Reaction Database (ORD), a public repository of structured organic reaction records. The task is: describe an organic reaction: reactants, conditions, products, and yield Starting materials: compound, BrCCC1CCN(CC1)C(=O)OC(C)(C)C (1-Bromo-2-(1-t-butoxycarbonyl-4-piperidyl)ethane), C1(C=2C(C(N1)=O)=CC=CC2)=O.[K] (potassium phthalimide). Solvent: CN(C)C=O (DMF), O (water). Run at temperature 100 celsius, time 1.5 hour. Yields the product NCCC1CCN(CC1)C(=O)OC(C)(C)C (1-Amino-2-(1-t-butoxycarbonyl-4-piperidyl)ethane). Reaction SMILES: Br[CH2:2][CH2:3][CH:4]1[CH2:9][CH2:8][N:7]([C:10]([O:12][C:13]([CH3:16])([CH3:15])[CH3:14])=[O:11])[CH2:6][CH2:5]1.C1(=O)[NH:21]C(=O)C2=CC=CC=C12.[K]>CN(C=O)C.O>[NH2:21][CH2:2][CH2:3][CH:4]1[CH2:9][CH2:8][N:7]([C:10]([O:12][C:13]([CH3:16])([CH3:15])[CH3:14])=[O:11])[CH2:6][CH2:5]1 |f:1.2,^1:27|. Procedure: The compound (0.77 g) obtained in the above (4) is dissolved in DMF (5 ml), and thereto is added potassium phthalimide (0.537 g), and the mixture is stirred at 100° C. for 1.5 hour. The reaction mixture is diluted with water, and extracted three times with ethyl acetate. The extract is washed successively with 1N hydrochloric acid (twice), a saturated brine (once), a saturated aqueous sodium hydrogen carbonate solution (twice) and a saturated brine (twice), and dried over anhydrous magnesium sul... Reactants: C(=O)(OCC)N1CCN(CC1)C=1N2C(SC3=C(N1)C=CC=C3)=NC=C2 (5-(4-carboethoxypiperazino)-imidazo[2,1-b][1,3,5]benzothiadiazepine), [H-].[Li+] (lithium hydride), [OH-].[Na+] (sodium hydroxide). The solvent is O1CCCC1 (tetrahydrofuran). The product is CN1CCN(CC1)C=1N2C(SC3=C(N1)C=CC=C3)=NC=C2 (5-(4-methylpiperazino]-imidazo[2,1-b][1,3,5]benzothiadiazepine). RXN SMILES: [C:1]([N:6]1[CH2:11][CH2:10][N:9]([C:12]2[N:13]3[CH:25]=[CH:24][N:23]=[C:14]3[S:15][C:16]3[CH:22]=[CH:21][CH:20]=[CH:19][C:17]=3[N:18]=2)[CH2:8][CH2:7]1)(OCC)=O.[H-].[Li+].[OH-].[Na+]>O1CCCC1>[CH3:1][N:6]1[CH2:11][CH2:10][N:9]([C:12]2[N:13]3[CH:25]=[CH:24][N:23]=[C:14]3[S:15][C:16]3[CH:22]=[CH:21][CH:20]=[CH:19][C:17]=3[N:18]=2)[CH2:8][CH2:7]1 |f:1.2,3.4|. Procedure details: To the solution of 0.2 g of 5-(4-carboethoxypiperazino)-imidazo[2,1-b][1,3,5]benzothiadiazepine in 2 ml of dry tetrahydrofuran, 100 mg of lithium hydride are added at once and the mixture is refluxed under nitrogen for 48 hrs. The mixture is cooled to room temperature, stirred with 0.2 ml of pb 30% sodium hydroxide, and filtered. The filtrates were evaporated to dryness and the product is purified to give 5-(4-methylpiperazino]-imidazo[2,1-b][1,3,5]benzothiadiazepine, melting at 145°-147°, and i... Reactants: CS(=O)(=O)CCNC=1C=NC=CC1C=1C(=NC=CC1)OC ((2-methanesulfonyl-ethyl)-(2-methoxy-[3,4]bipyridinyl-3′-yl)-amine), FC(C=1C=C(C(=O)O)C=C(N1)C(F)(F)F)(F)F (2,6-bis(trifluoromethyl) isonicotinic acid). Product: CS(=O)(=O)CCN(C(C1=CC(=NC(=C1)C(F)(F)F)C(F)(F)F)=O)C=1C=NC=CC1C=1C(=NC=CC1)OC (N-(2-Methanesulfonyl-ethyl)-N-(2-methoxy-[3,4′]bipyridinyl-3′-yl)-2,6-bis-trifluoromethyl-isonicotinamide). RXN SMILES: [CH3:1][S:2]([CH2:5][CH2:6][NH:7][C:8]1[CH:9]=[N:10][CH:11]=[CH:12][C:13]=1[C:14]1[C:15]([O:20][CH3:21])=[N:16][CH:17]=[CH:18][CH:19]=1)(=[O:4])=[O:3].[F:22][C:23]([F:38])([F:37])[C:24]1[CH:25]=[C:26]([CH:30]=[C:31]([C:33]([F:36])([F:35])[F:34])[N:32]=1)[C:27](O)=[O:28]>>[CH3:1][S:2]([CH2:5][CH2:6][N:7]([C:8]1[CH:9]=[N:10][CH:11]=[CH:12][C:13]=1[C:14]1[C:15]([O:20][CH3:21])=[N:16][CH:17]=[CH:18][CH:19]=1)[C:27](=[O:28])[C:26]1[CH:30]=[C:31]([C:33]([F:34])([F:35])[F:36])[N:32]=[C:24]([C:23]([F:38])([F:22])[F:37])[CH:25]=1)(=[O:3])=[O:4]. Procedure: The title compound was prepared in analogy to example 90, from (2-methanesulfonyl-ethyl)-(2-methoxy-[3,4]bipyridinyl-3′-yl)-amine and 2,6-bis(trifluoromethyl) isonicotinic acid (Key Organics Ltd.) after a reaction time of 15 hours. The compound was purified by silica gel chromatography on a 10 g column using a MPLC system eluting with a gradient of n-heptane:EtOAc (100:0 to 0:100). Light brown solid (14%). MS (ESI): m/z=549.10 [M+H]+. Starting materials: [N+](=O)([O-])C1=CC=C(S1)C#N (5-nitro-2-thiophenecarbonitrile), C1=CC(=CC=C1O)C (p-cresol), C([O-])([O-])=O.[K+].[K+] (potassium carbonate). The solvent is CS(=O)C (dimethyl sulfoxide). Conditions: temperature 60 celsius, time 5 hour. The product is C1(=CC=C(C=C1)OC1=CC=C(S1)C#N)C (5-p-Tolyloxy-thiophene-2-carbonitrile). Isolated yield 78.9%. As a reaction SMILES: [N+]([C:4]1[S:8][C:7]([C:9]#[N:10])=[CH:6][CH:5]=1)([O-])=O.[CH:11]1[C:16]([OH:17])=[CH:15][CH:14]=[C:13]([CH3:18])[CH:12]=1.C(=O)([O-])[O-].[K+].[K+]>CS(C)=O>[C:13]1([CH3:18])[CH:12]=[CH:11][C:16]([O:17][C:4]2[S:8][C:7]([C:9]#[N:10])=[CH:6][CH:5]=2)=[CH:15][CH:14]=1 |f:2.3.4|. Procedure details: To a dimethyl sulfoxide (100 mL) solution of 5-nitro-2-thiophenecarbonitrile (6.30 g, 40.9 mmol) were added p-cresol (8.85 g, 81.8 mmol) and potassium carbonate (11.3 g, 81.8 mmol) under nitrogen atmosphere, which was stirred for 5 hours at 60° C. The reaction solution was cooled to room temperature, and extracted with ethyl acetate after addition of water. The organic layer was washed with saturated aqueous sodium chloride, and the solvent was evaporated under a reduced pressure. The residue wa... Starting materials: O (water), FC1=CC=C(C=C1)O (p-fluorophenol), C[O-].[Na+] (sodium methoxide), BrC(C(=O)OC)C1=CC=C(C=C1)OC=1C=C(C=CC1)C(F)(F)F (methyl α-bromo-α-[p-(α,α,α-trifluoro-m-tolyloxy)phenyl]acetate). The reagents and catalysts are [I-].[K+] (potassium iodide). The solvent is CO (methanol), C1=CC=CC=C1 (benzene). Product: FC1=CC=C(C=C1)OC(C(=O)OC)C1=CC=C(C=C1)OC=1C=C(C=CC1)C(F)(F)F (Methyl α-(p-fluorophenyoxy)-α-[p-(α,α,α-trifluoro-m-tolyloxy)phenyl]acetate). The yield is 81.4%. As a reaction SMILES: [F:1][C:2]1[CH:7]=[CH:6][C:5]([OH:8])=[CH:4][CH:3]=1.C[O-].[Na+].Br[CH:13]([C:18]1[CH:23]=[CH:22][C:21]([O:24][C:25]2[CH:26]=[C:27]([C:31]([F:34])([F:33])[F:32])[CH:28]=[CH:29][CH:30]=2)=[CH:20][CH:19]=1)[C:14]([O:16][CH3:17])=[O:15].O>CO.C1C=CC=CC=1.[I-].[K+]>[F:1][C:2]1[CH:7]=[CH:6][C:5]([O:8][CH:13]([C:18]2[CH:23]=[CH:22][C:21]([O:24][C:25]3[CH:26]=[C:27]([C:31]([F:32])([F:33])[F:34])[CH:28]=[CH:29][CH:30]=3)=[CH:20][CH:19]=2)[C:14]([O:16][CH3:17])=[O:15])=[CH:4][CH:3]=1 |f:1.2,7.8|. Procedure details: To a solution of 2.8 g of p-fluorophenol, 1.19 g of sodium methoxide, and 50 mg of potassium iodide in 40 ml of methanol was added 7.62 g of methyl α-bromo-α-[p-(α,α,α-trifluoro-m-tolyloxy)phenyl]acetate in 10 ml of benzene. The mixture was refluxed overnight and cooled to room temperature. The mixture was poured into 100 ml of water and extracted with 2×75 ml of ether. The combined extracts were washed with 50 ml of 5% NaOH, 2×50 ml of water, 50 ml of saturated brine and dried (MgSO4). Evaporat... The reactants are Cn1c([N+](=O)[O-])cnc1C=O, Cc1nnc(-c2ccccc2Cl)s1, CC(=O)O, CC(=O)OC(C)=O. Yields the product Cn1c([N+](=O)[O-])cnc1C=Cc1nnc(-c2ccccc2Cl)s1. RXN SMILES: [CH3:14][n:15]1[c:16]([CH:23]=[O:24])[n:17][cH:18][c:19]1[N+:20](=[O:21])[O-:22].[CH3:1][c:2]1[s:3][c:4](-[c:7]2[c:8]([Cl:13])[cH:9][cH:10][cH:11][cH:12]2)[n:5][n:6]1.[CH3:25][C:26](=[O:27])[OH:28].[CH3:29][C:30]([O:31][C:32](=[O:33])[CH3:34])=[O:35]>>[CH:1]([c:2]1[s:3][c:4](-[c:7]2[c:8]([Cl:13])[cH:9][cH:10][cH:11][cH:12]2)[n:5][n:6]1)=[CH:23][c:16]1[n:15]([CH3:14])[c:19]([N+:20](=[O:21])[O-:22])[cH:18][n:17]1.